The task is: describe an organic reaction: reactants, conditions, products, and yield. This data is from the Open Reaction Database (ORD), a public repository of structured organic reaction records. Reactants: CC1=C(C=CC=C1)C1=CC(=CC=C1)S(=O)(=O)NC1=C(SC=C1)C(=O)OC (Methyl 3-(2′-methylbiphenyl-3-ylsulfonamido)thiophene-2-carboxylate), [OH-].[Na+] (sodium hydroxide), CO (methanol). Run in O1CCCC1 (tetrahydrofuran). Conditions: temperature 60 celsius. The product is CC1=C(C=CC=C1)C1=CC(=CC=C1)S(=O)(=O)NC1=C(SC=C1)C(=O)O (3-(2′-Methylbiphenyl-3-ylsulfonamido)thiophene-2-carboxylic acid). Isolated yield 48.2%. RXN SMILES: [CH3:1][C:2]1[CH:7]=[CH:6][CH:5]=[CH:4][C:3]=1[C:8]1[CH:13]=[CH:12][CH:11]=[C:10]([S:14]([NH:17][C:18]2[CH:22]=[CH:21][S:20][C:19]=2[C:23]([O:25]C)=[O:24])(=[O:16])=[O:15])[CH:9]=1.[OH-].[Na+].CO>O1CCCC1>[CH3:1][C:2]1[CH:7]=[CH:6][CH:5]=[CH:4][C:3]=1[C:8]1[CH:13]=[CH:12][CH:11]=[C:10]([S:14]([NH:17][C:18]2[CH:22]=[CH:21][S:20][C:19]=2[C:23]([OH:25])=[O:24])(=[O:15])=[O:16])[CH:9]=1 |f:1.2|. Procedure details: To a solution of 82 (78 mg; 0.20 mmol) in tetrahydrofuran (2 mL) were added aqueous sodium hydroxide (1 mL; 2N) and methanol (0.5 mL), sequentially. The reaction mixture was heated at 60° C. for 17 hours, allowed to cool to room temperature, and then extracted with aqueous sodium hydroxide (20 mL; 2N). The aqueous layer was washed with dichloromethane (20 mL), acidified with aqueous hydrochloric acid (20 mL; 6N), and extracted with dichloromethane (30 mL). The organic layer was washed with aqueo...